This data is from the Open Reaction Database (ORD), a public repository of structured organic reaction records. The task is: describe an organic reaction: reactants, conditions, products, and yield Reactants: COC1=CC=C(C=C1)N1CCN(CC1)C=1C=CC(=NC1)[N+](=O)[O-] (5-(4-[4-Methoxyphenyl]piperazin-1-yl)-2-nitropyridine). The reagents and catalysts are [Pt] (platinum on carbon). The solvent is C(C)(=O)OCC (ethyl acetate). Run at time 12 hour. Yields the product NC1=NC=C(C=C1)N1CCN(CC1)C1=CC=C(C=C1)OC (2-Amino-5-(4-[4-methoxyphenyl]piperazin-1-yl)pyridine). RXN SMILES: [CH3:1][O:2][C:3]1[CH:8]=[CH:7][C:6]([N:9]2[CH2:14][CH2:13][N:12]([C:15]3[CH:16]=[CH:17][C:18]([N+:21]([O-])=O)=[N:19][CH:20]=3)[CH2:11][CH2:10]2)=[CH:5][CH:4]=1>C(OCC)(=O)C.[Pt]>[NH2:21][C:18]1[CH:17]=[CH:16][C:15]([N:12]2[CH2:13][CH2:14][N:9]([C:6]3[CH:7]=[CH:8][C:3]([O:2][CH3:1])=[CH:4][CH:5]=3)[CH2:10][CH2:11]2)=[CH:20][N:19]=1. Reported procedure: A suspension of the product of part (i) (0.65 g, 2.0 mmole) in ethyl acetate (30 ml) was hydrogenated over 5% platinum on carbon (25 mg) at 45 p.s.i. (310 kPa) and at 50° for 12 hours, followed by 45 hours at room temperature. The resulting mixture was filtered to remove the catalyst, concentrated under reduced pressure and the residue triturated with ether to yield the desired product, m.p. 182°-188° (0.28 g, 50%), which was used without further purification.